From a dataset of the Open Reaction Database (ORD), a public repository of structured organic reaction records. describe an organic reaction: reactants, conditions, products, and yield Starting materials: CCCC(=O)C(=CNc1ccccc1CO)C(=O)OCC, COc1ccc(C(=O)Cl)cc1, c1ccncc1. Yields the product CCCC(=O)C(=CNc1ccccc1COC(=O)c1ccc(OC)cc1)C(=O)OCC. Reaction SMILES: [C:1]([CH2:2][CH2:3][CH3:4])(=[O:5])[C:6]([C:7](=[O:8])[O:9][CH2:10][CH3:11])=[CH:12][NH:13][c:14]1[c:15]([CH2:20][OH:21])[cH:16][cH:17][cH:18][cH:19]1.[C:22]([c:23]1[cH:24][cH:25][c:26]([O:29][CH3:30])[cH:27][cH:28]1)(=[O:31])[Cl:32].[cH:33]1[cH:34][cH:35][n:36][cH:37][cH:38]1>>[C:1]([CH2:2][CH2:3][CH3:4])(=[O:5])[C:6]([C:7](=[O:8])[O:9][CH2:10][CH3:11])=[CH:12][NH:13][c:14]1[c:15]([CH2:20][O:21][C:22]([c:23]2[cH:24][cH:25][c:26]([O:29][CH3:30])[cH:27][cH:28]2)=[O:31])[cH:16][cH:17][cH:18][cH:19]1. The reactants are OCCN1C2=C(C(C=3C=C(C=CC13)C)=O)N(N=C2)C (4-(2-hydroxyethyl)-1,7-dimethyl-1,4-dihydro-9H-pyrazolo[4,3-b]quinolin-9-one), S(=O)(Cl)Cl (thionyl chloride). Run in O1CCCC1 (tetrahydrofuran), CN(C=O)C (N,N-dimethylformamide). Reaction conditions: time 2 hour. Yields the product ClCCN1C2=C(C(C=3C=C(C=CC13)C)=O)N(N=C2)C (4-(2-CHLOROETHYL)-1,7-DIMETHYL-1,4-DIHYDRO-9H-PYRAZOLO[4,3-b]QUINOLIN-9-ONE). The yield is 30.1%. As a reaction SMILES: O[CH2:2][CH2:3][N:4]1[C:13]2[CH:12]=[CH:11][C:10]([CH3:14])=[CH:9][C:8]=2[C:7](=[O:15])[C:6]2[N:16]([CH3:19])[N:17]=[CH:18][C:5]1=2.S(Cl)([Cl:22])=O>O1CCCC1.CN(C)C=O>[Cl:22][CH2:2][CH2:3][N:4]1[C:13]2[CH:12]=[CH:11][C:10]([CH3:14])=[CH:9][C:8]=2[C:7](=[O:15])[C:6]2[N:16]([CH3:19])[N:17]=[CH:18][C:5]1=2. Procedure: To a solution of 4-(2-hydroxyethyl)-1,7-dimethyl-1,4-dihydro-9H-pyrazolo[4,3-b]quinolin-9-one (EXAMPLE 62, step 2, 468 mg, 1.82 mmol) in tetrahydrofuran (10 ml) and N,N-dimethylformamide (5 ml) was added dropwise thionyl chloride (0.20 ml, 2.7 mmol). After stirring at room temperature for 2 h, the mixture was concentrated in vacuo, poured into water (100 ml) and extracted with ethyl acetate (100 ml×3). The combined organic layer was dried over magnesium sulfate and evaporated. The residue was ch... Starting materials: C(C)(C)N(C(C)C)CC (N,N-diisopropylethylamine), OCCN1CCNCC1 (1-(2-hydroxyethyl)piperazine), Cl.CNOC (N,O-Dimethylhydroxylamine hydrochloride), NC=1C2=C(C(=NC1)/N=C/N(C)C)C(=CS2)C2=CC(=C(C=C2)NC(=O)C=2N(C1=CC=CC=C1C2)C)OC (N-[4-(7-Amino-4-{[(1E)-(dimethylamino)methylene]amino}thieno[3,2-c]pyridin-3-yl)-2-methoxyphenyl]-1-methyl-1H-indole-2-carboxamide), CSC(N)=O (thiocarbamic acid S-methyl ester), ClC(=S)OC (Methyl chlorothioformate). Solvent: N1=CC=CC=C1 (pyridine). Run at time 1.5 hour. Yields the product NC1=NC=C(C2=C1C(=CS2)C2=CC(=C(C=C2)NC(=O)C=2N(C1=CC=CC=C1C2)C)OC)NC(=O)N2CCN(CC2)CCO (N-{4-[4-amino-7-({[4-(2-hydroxyethyl)piperazin-1-yl]carbonyl}amino)thieno[3,2-c]pyridin-3-yl]-2-methoxyphenyl}-1-methyl-1H-indole-2-carboxamide). Reaction SMILES: [NH2:1][C:2]1[C:3]2[S:15][CH:14]=[C:13]([C:16]3[CH:21]=[CH:20][C:19]([NH:22][C:23]([C:25]4[N:26]([CH3:34])[C:27]5[C:32]([CH:33]=4)=[CH:31][CH:30]=[CH:29][CH:28]=5)=[O:24])=[C:18]([O:35][CH3:36])[CH:17]=3)[C:4]=2[C:5](/[N:8]=C/N(C)C)=[N:6][CH:7]=1.ClC(OC)=S.CS[C:44](=[O:46])[NH2:45].Cl.CNOC.C(N(CC)C(C)C)(C)C.[OH:61][CH2:62][CH2:63][N:64]1[CH2:69][CH2:68]N[CH2:66][CH2:65]1>N1C=CC=CC=1>[NH2:8][C:5]1[C:4]2[C:13]([C:16]3[CH:21]=[CH:20][C:19]([NH:22][C:23]([C:25]4[N:26]([CH3:34])[C:27]5[C:32]([CH:33]=4)=[CH:31][CH:30]=[CH:29][CH:28]=5)=[O:24])=[C:18]([O:35][CH3:36])[CH:17]=3)=[CH:14][S:15][C:3]=2[C:2]([NH:1][C:44]([N:45]2[CH2:68][CH2:69][N:64]([CH2:63][CH2:62][OH:61])[CH2:65][CH2:66]2)=[O:46])=[CH:7][N:6]=1 |f:3.4|. Reported procedure: N-[4-(7-Amino-4-{[(1E)-(dimethylamino)methylene]amino}thieno[3,2-c]pyridin-3-yl)-2-methoxyphenyl]-1-methyl-1H-indole-2-carboxamide (0.108 g, 0.217 mmol) was dissolved in pyridine (3 mL). Methyl chlorothioformate (0.020 mL, 0.233 mmol) was added, and the solution was stirred at ambient temperature for 1.5 hours, at which point LCMS analysis indicated that a clean conversion of the 7-amino group to the thiocarbamic acid S-methyl ester had occurred. N,O-Dimethylhydroxylamine hydrochloride (0.106 g,... Reactants: C(C)(C)(C)OC(NC1(COC(OC1)(C)C)CCC1=CC(=C(C=C1)OCCCC1=CC(=C(C=C1)Cl)Cl)C(F)(F)F)=O ([5-(2-{4-[3-(3,4-dichlorophenyl)propoxy]-3-trifluoromethylphenyl}ethyl)-2,2-dimethyl-1,3-dioxan-5-yl]carbamic acid t-butyl ester), Cl (hydrochloric acid). The solvent is C(C)O (ethanol). Conditions: temperature 80 celsius, time 2 hour. The product is Cl.NC(CO)(CO)CCC1=CC(=C(C=C1)OCCCC1=CC(=C(C=C1)Cl)Cl)C(F)(F)F (2-amino-2-(2-{4-[3-(3,4-dichlorophenyl)propoxy]-3-trifluoromethylphenyl}ethyl)propane-1,3-diol hydrochloride). The yield is 180.2%. As a reaction SMILES: C(OC(=O)[NH:7][C:8]1([CH2:16][CH2:17][C:18]2[CH:23]=[CH:22][C:21]([O:24][CH2:25][CH2:26][CH2:27][C:28]3[CH:33]=[CH:32][C:31]([Cl:34])=[C:30]([Cl:35])[CH:29]=3)=[C:20]([C:36]([F:39])([F:38])[F:37])[CH:19]=2)[CH2:13][O:12]C(C)(C)[O:10][CH2:9]1)(C)(C)C.Cl>C(O)C>[ClH:34].[NH2:7][C:8]([CH2:16][CH2:17][C:18]1[CH:23]=[CH:22][C:21]([O:24][CH2:25][CH2:26][CH2:27][C:28]2[CH:33]=[CH:32][C:31]([Cl:34])=[C:30]([Cl:35])[CH:29]=2)=[C:20]([C:36]([F:39])([F:38])[F:37])[CH:19]=1)([CH2:13][OH:12])[CH2:9][OH:10] |f:3.4|. Procedure details: Compound 38-4 (790 mg) was dissolved in ethanol (15 ml), concentrated hydrochloric acid (1.5 ml) was added, and the mixture was stirred at 80° C. for 2 hr. The reaction mixture was concentrated, and the residue was washed with diethyl ether to give the object product (590 mg) as a white powder. Reactants: [OH-].[Na+] (Sodium hydroxide), ice, FC(C(=O)N[C@H]1CC[C@H](C2=CC=CC=C12)O)(F)F (2,2,2-Trifluoro-N-((1S,4R)-4-hydroxy-1,2,3,4-tetrahydro-naphthalen-1-yl)-acetamide). The solvent is CO (MeOH), CO.O (MeOH water). Run at time 3.5 hour. The product is N (NH3), N[C@H]1CC[C@H](C2=CC=CC=C12)O ((1R,4S)-4-Amino-1,2,3,4-tetrahydro-naphthalen-1-ol). Yield: 200.0%. RXN SMILES: [OH-].[Na+].FC(F)(F)C([NH:7][C@@H:8]1[C:17]2[C:12](=[CH:13][CH:14]=[CH:15][CH:16]=2)[C@H:11]([OH:18])[CH2:10][CH2:9]1)=O>CO.O.CO>[NH3:7].[NH2:7][C@@H:8]1[C:17]2[C:12](=[CH:13][CH:14]=[CH:15][CH:16]=2)[C@H:11]([OH:18])[CH2:10][CH2:9]1 |f:0.1,3.4|. Procedure details: Sodium hydroxide (2.10 g, 53.0 mmol) was added to an ice cold solution of Intermediate 1c (3.43 g, 13.2 mmol) in MeOH/water (2:1, 50 mL) and stirred for 3.5 h. The mixture was loaded on to a SCX-2 cartridge, eluting with MeOH then 2M NH3 in MeOH, to yield the title compound (2.30 g, 13.2 mmol, 99%). 1H NMR (400 MHz, d6-DMSO): 1.66-1.90 (4H, m), 3.71-3.77 (1H, t, J 5.4 Hz), 4.46-4.54 (1H, t, J 5.4 Hz), 7.14-7.22 (2H, m), 7.32-7.38 (1H, m), 7.40-7.46 (1H, m). Starting materials: CC(=O)O, Cl, C1COCCO1, COc1ccc2c(c1)C(O)(c1ccccc1)N(c1ccccc1)C2=O. The product is COc1ccc2c(c1)C(O)(c1ccccc1)OC2=O. RXN SMILES: [CH3:33][C:34](=[O:35])[OH:36].[ClH:26].[O:27]1[CH2:28][CH2:29][O:30][CH2:31][CH2:32]1.[OH:1][C:2]1([c:20]2[cH:21][cH:22][cH:23][cH:24][cH:25]2)[N:3]([c:14]2[cH:15][cH:16][cH:17][cH:18][cH:19]2)[C:4](=[O:13])[c:5]2[cH:6][cH:7][c:8]([O:11][CH3:12])[cH:9][c:10]21>>[O:1]1[C:2]([c:20]2[cH:21][cH:22][cH:23][cH:24][cH:25]2)([OH:27])[c:10]2[c:5]([cH:6][cH:7][c:8]([O:11][CH3:12])[cH:9]2)[C:4]1=[O:13]. Reactants: COC1=CC=2C(C3=CC=CC(=C3C2C(=C1)OC)O)=O (2,4-dimethoxy-5-hydroxy-fluoren-9-one), C[O-].[Na+] (sodium methoxide), Cl.ClCCN(CC)CC (2-chloro-ethyl-diethyl amine hydrochloride). Run in CO (methanol), ClC1=CC=CC=C1 (chlorobenzene). The product is C(C)N(CCOC1=C2C=3C(=CC(=CC3C(C2=CC=C1)=O)OC)OC)CC (5-(2-Diethylamino-ethoxy)-2,4-dimethoxy-fluoren-9-one). The yield is 64.9%. Reaction SMILES: [CH3:1][O:2][C:3]1[CH:15]=[C:14]([O:16][CH3:17])[C:13]2[C:12]3[C:7](=[CH:8][CH:9]=[CH:10][C:11]=3[OH:18])[C:6](=[O:19])[C:5]=2[CH:4]=1.C[O-].[Na+].Cl.Cl[CH2:25][CH2:26][N:27]([CH2:30][CH3:31])[CH2:28][CH3:29]>CO.ClC1C=CC=CC=1>[CH2:26]([N:27]([CH2:30][CH3:31])[CH2:28][CH2:29][O:18][C:11]1[CH:10]=[CH:9][CH:8]=[C:7]2[C:12]=1[C:13]1[C:14]([O:16][CH3:17])=[CH:15][C:3]([O:2][CH3:1])=[CH:4][C:5]=1[C:6]2=[O:19])[CH3:25] |f:1.2,3.4|. Reported procedure: Similar to example 3D1, prepare a solution of 2,4-dimethoxy-5-hydroxy-fluoren-9-one (0.33 g, 1.3 mmol) in methanol (8 mL) and 24 mL chlorobenzene with sodium methoxide (0.11 g, 2.0 mmole), and react the free base of 2-chloro-ethyl-diethyl amine hydrochloride 2.1 g (12 mmole) in order to obtain 0.30 g of the title compound as a reddish-orange powder. m.p. 178° C.-180° C. Analysis calculated for C21H25NO4.HCl: C, 64.36; H, 6.69; N, 3.58. Found: C, 63.99; H, 6.75; N, 3.62.